Task: describe an organic reaction: reactants, conditions, products, and yield. Dataset: the Open Reaction Database (ORD), a public repository of structured organic reaction records Reactants: COCOC=1C=C(C=CC1)/C(/C(=O)OCC)=C(/CC)\C1=CC=CC=C1 ((E)-ethyl 2-(3-(methoxymethoxy)phenyl)-3-phenylpent-2-enoate), [OH-].[Na+] (NaOH), Cl (HCl). Run in CO (MeOH). Reaction conditions: temperature 80 celsius, time 15 hour. The product is COCOC=1C=C(C=CC1)/C(/C(=O)O)=C(/CC)\C1=CC=CC=C1 ((E)-2-(3-(methoxymethoxy)phenyl)-3-phenylpent-2-enoic acid). The yield is 69.0%. As a reaction SMILES: [CH3:1][O:2][CH2:3][O:4][C:5]1[CH:6]=[C:7](/[C:11](=[C:17](\[C:20]2[CH:25]=[CH:24][CH:23]=[CH:22][CH:21]=2)/[CH2:18][CH3:19])/[C:12]([O:14]CC)=[O:13])[CH:8]=[CH:9][CH:10]=1.[OH-].[Na+].Cl>CO>[CH3:1][O:2][CH2:3][O:4][C:5]1[CH:6]=[C:7](/[C:11](=[C:17](\[C:20]2[CH:21]=[CH:22][CH:23]=[CH:24][CH:25]=2)/[CH2:18][CH3:19])/[C:12]([OH:14])=[O:13])[CH:8]=[CH:9][CH:10]=1 |f:1.2|. Procedure: To a solution of 2a (195 mg, 0.573 mmol) in MeOH (6 ml) was added 2N NaOH (3 ml) and the mixture was stirred at 80° C. for 15 h. After cooling, 2 N HCl (3 ml) was added drop wise under ice cooling, and the whole was extracted with AcOEt, the organic layer was washed with brine, dried over Na2SO4, then concentrated. The residual solid was triturated with hexanes to give 3a (69%). 3a: colorless powder; 1H-NMR (CDCl3) δ 1.04 (3H, t, J=7.5 Hz), 2.83 (2H, t, J=7.5 Hz), 3.34 (3H, s), 4.93 (2H, s), 6.6... Starting materials: C1=CN=C2N1C1=C(NC2=O)C=2C=CC=CC2C1 (5H,10H-imidazo[1,2-a]indeno-[1,2-e]pyrazin-4-one), N1=CC=C(C2=CC=CC=C12)C=O (4-quinolincarboxaldehyde), CS(=O)C (dimethyl sulphoxide), [H-].[Na+] (sodium hydride). Run in C(C)(=O)O (acetic acid), O (water). Yields the product N1=CC=C(C2=CC=CC=C12)C=C1C=2C=CC=CC2C=2NC(C=3N(C21)C=CN3)=O (10-(4-quinolylmethylene)-5H,10H-imidazo[1,2-a]indeno-[1,2-e]pyrazin-4-one). Yield: 80.1%. Reaction SMILES: [CH:1]1[N:5]2[C:6]3[CH2:17][C:16]4[CH:15]=[CH:14][CH:13]=[CH:12][C:11]=4[C:7]=3[NH:8][C:9](=[O:10])[C:4]2=[N:3][CH:2]=1.CS(C)=O.[H-].[Na+].[N:24]1[C:33]2[C:28](=[CH:29][CH:30]=[CH:31][CH:32]=2)[C:27]([CH:34]=O)=[CH:26][CH:25]=1>C(O)(=O)C.O>[N:24]1[C:33]2[C:28](=[CH:29][CH:30]=[CH:31][CH:32]=2)[C:27]([CH:34]=[C:17]2[C:6]3[N:5]4[CH:1]=[CH:2][N:3]=[C:4]4[C:9](=[O:10])[NH:8][C:7]=3[C:11]3[CH:12]=[CH:13][CH:14]=[CH:15][C:16]2=3)=[CH:26][CH:25]=1 |f:2.3|. Procedure details: The procedure is performed as in Example 28, but starting with 3 g of 5H,10H-imidazo[1,2-a]indeno-[1,2-e]pyrazin-4-one, 60 ml of dimethyl sulphoxide, 0.96 g of 80% sodium hydride and 3.18 g of 4-quinolincarboxaldehyde. After treating with water and acetic acid, the suspension obtained is filtered and the solid thus isolated is washed with 2×30 ml of water and then 4×30 ml of acetone and dried at 100° C. under vacuum (2 mmHg; 0.26 kPa). 3.9 g of 10-(4-quinolylmethylene)-5H,10H-imidazo[1,2-a]inden... Procedure details: The title-compound was prepared from 6-chloro-3-(5-ethylisoxazol-3-yl)-1,2,4-triazolo[3,4-a]phthalazine and 2-pyridylcarbinol using the procedure given for Example 1, 1H NMR (360 MHz, CDCl3) δ 1.42 (3H, t, J=7.6 Hz, Me), 2.93 (2H, q, J=7.5 Hz, CH2), 5.78 (2H, s, CH2O), 6.83 (1H, s, Ar—H), 7.29 (1H, m, Ar—H), 7.75-7.85 (3H, m, 3 of Ar—H), 7.99 (1H, m, Ar—H), 8.33 (1H, d, J=7.8 Hz, Ar—H), 8.64-8.72 (2H, m, Ar—H); MS (ES+) m/e 373 [MH]+. The reactants are ClC1=NN2C(C3=CC=CC=C13)=NN=C2C2=NOC(=C2)CC (6-chloro-3-(5-ethylisoxazol-3-yl)-1,2,4-triazolo[3,4-a]phthalazine), N1=C(C=CC=C1)CO (2-pyridylcarbinol). Product: C(C)C1=CC(=NO1)C1=NN=C2N1N=C(C1=CC=CC=C21)OCC2=NC=CC=C2 (3-(5-Ethylisoxazol-3-yl)-6-(2-pyridyl)methyloxy-1,2,4-triazolo[3,4-a]phthalazine). As a reaction SMILES: Cl[C:2]1[C:11]2[C:6](=[CH:7][CH:8]=[CH:9][CH:10]=2)[C:5]2=[N:12][N:13]=[C:14]([C:15]3[CH:19]=[C:18]([CH2:20][CH3:21])[O:17][N:16]=3)[N:4]2[N:3]=1.[N:22]1[CH:27]=[CH:26][CH:25]=[CH:24][C:23]=1[CH2:28][OH:29]>>[CH2:20]([C:18]1[O:17][N:16]=[C:15]([C:14]2[N:4]3[N:3]=[C:2]([O:29][CH2:28][C:23]4[CH:24]=[CH:25][CH:26]=[CH:27][N:22]=4)[C:11]4[C:6]([C:5]3=[N:12][N:13]=2)=[CH:7][CH:8]=[CH:9][CH:10]=4)[CH:19]=1)[CH3:21]. The reactants are COCCOCOC1=CC(=C(N)C=C1OCOCCOC)[N+](=O)[O-] (4,5-di(2-methoxyethoxymethoxy)-2-nitroaniline), CI (methyl iodide). The reagents and catalysts are [Ag]=O (silver oxide). Solvent: CN(C=O)C (N,N-dimethylformamide). Reaction conditions: time 1 hour. Yields the product COCCOCOC1=CC(=C(NC)C=C1OCOCCOC)[N+](=O)[O-] (4,5-di(2-methoxyethoxymethoxy)-N-methyl-2-nitroaniline). The yield is 52.0%. As a reaction SMILES: [CH3:1][O:2][CH2:3][CH2:4][O:5][CH2:6][O:7][C:8]1[C:14]([O:15][CH2:16][O:17][CH2:18][CH2:19][O:20][CH3:21])=[CH:13][C:11]([NH2:12])=[C:10]([N+:22]([O-:24])=[O:23])[CH:9]=1.[CH3:25]I>CN(C)C=O.[Ag]=O>[CH3:1][O:2][CH2:3][CH2:4][O:5][CH2:6][O:7][C:8]1[C:14]([O:15][CH2:16][O:17][CH2:18][CH2:19][O:20][CH3:21])=[CH:13][C:11]([NH:12][CH3:25])=[C:10]([N+:22]([O-:24])=[O:23])[CH:9]=1. Reported procedure: 1.57 g (4.54 mmol) of 4,5-di(2-methoxyethoxymethoxy)-2-nitroaniline obtained in step (C) of Reference Example 34 was dissolved in 16 ml of N,N-dimethylformamide, and 2 g (8.63 mmol) of silver oxide and 10 ml (160 mmol) of methyl iodide were added thereto. The mixture was stirred at room temperature for one hour. The solvent was distilled off under reduced pressure, and the residue was subjected to silica gel column chromatography (Wakogel C-300, ethyl acetate/hexane=1/1). The eluted fraction con... Reactants: CC(C)(C)[Si](C)(C)OCCBr, Nc1nc(Cl)c2cc[nH]c2n1, [H-], [Na+], CN(C)C=O, O. The product is CC(C)(C)[Si](C)(C)OCCn1ccc2c(Cl)nc(N)nc21. RXN SMILES: [Br:14][CH2:15][CH2:16][O:17][Si:18]([CH3:19])([CH3:20])[C:21]([CH3:22])([CH3:23])[CH3:24].[Cl:3][c:4]1[c:5]2[c:6]([n:7][c:8]([NH2:10])[n:9]1)[nH:11][cH:12][cH:13]2.[H-:2].[Na+:1].[O:26]=[CH:27][N:28]([CH3:29])[CH3:30].[OH2:25]>>[Cl:3][c:4]1[c:5]2[c:6]([n:7][c:8]([NH2:10])[n:9]1)[n:11]([CH2:15][CH2:16][O:17][Si:18]([CH3:19])([CH3:20])[C:21]([CH3:22])([CH3:23])[CH3:24])[cH:12][cH:13]2.